This data is from the Open Reaction Database (ORD), a public repository of structured organic reaction records. The task is: describe an organic reaction: reactants, conditions, products, and yield Reactants: COC(CN(C(CN1C(=O)NC(=O)C(C)=C1)=O)CCCNC(=O)OC(C)(C)C)=O (N-(N′-BOC-3′-aminopropyl)-N-[(1-thyminyl)acetyl]glycine methyl ester), [OH-].[Na+] (sodium hydroxide). The solvent is CO (methanol). Yields the product C(=O)(OC(C)(C)C)NCCCN(CC(=O)O)C(CN1C(=O)NC(=O)C(C)=C1)=O (N-(N′-BOC-3′-aminopropyl)-N-[(1 -thyminyl)-acetyl]glycine). RXN SMILES: C[O:2][C:3](=[O:29])[CH2:4][N:5]([CH2:18][CH2:19][CH2:20][NH:21][C:22]([O:24][C:25]([CH3:28])([CH3:27])[CH3:26])=[O:23])[C:6](=[O:17])[CH2:7][N:8]1[CH:16]=[C:14]([CH3:15])[C:12](=[O:13])[NH:11][C:9]1=[O:10].[OH-].[Na+]>CO>[C:22]([NH:21][CH2:20][CH2:19][CH2:18][N:5]([C:6](=[O:17])[CH2:7][N:8]1[CH:16]=[C:14]([CH3:15])[C:12](=[O:13])[NH:11][C:9]1=[O:10])[CH2:4][C:3]([OH:29])=[O:2])([O:24][C:25]([CH3:28])([CH3:27])[CH3:26])=[O:23] |f:1.2|. Reported procedure: N-(N′-BOC-3′-aminopropyl)-N-[(1-thyminyl)acetyl]glycine methyl ester (3.02 g, 0.00732 mol) was dissolved in methanol (25 mL) and stirred for 1.5 h with 2 M sodium hydroxide (25 mL). Methanol was removed by evaporation in vacuo, and the pH adjusted to 2 with 4 M hydrochloric acid at 0° C. The product was isolated as white crystals by filtration, washed with water (3×10 mL), and dried over sicapent, in vacuo. Yield: 2.19 g (75%). Anal. for C17H26N4O7, H2O, found (calc.) C: 49.95 (49.03) H: 6.47 (6... Reactants: C(C)OC1=CC=C(C=C1)NCCNCC1=CC=CC=C1 (N-(4-ethoxyphenyl)-N'-(phenylmethyl)-1,2-ethanediamine), BrC(C(=O)N(C1=CC=C(C=C1)[N+](=O)[O-])CCOC)CBr (2,3-dibromo-N-(2-methoxyethyl)-N-(4-nitrophenyl)propanamide). Yields the product C(C)OC1=CC=C(C=C1)N1CC(N(CC1)CC1=CC=CC=C1)C(=O)N(C1=CC=C(C=C1)[N+](=O)[O-])CCOC (4-(4-Ethoxyphenyl)-N-(2-methoxyethyl)-N-(4-nitrophenyl)-1-(phenylmethyl)-2-piperazinecarboxamide). Reaction SMILES: [CH2:1]([O:3][C:4]1[CH:9]=[CH:8][C:7]([NH:10][CH2:11][CH2:12][NH:13][CH2:14][C:15]2[CH:20]=[CH:19][CH:18]=[CH:17][CH:16]=2)=[CH:6][CH:5]=1)[CH3:2].Br[CH:22]([CH2:39]Br)[C:23]([N:25]([CH2:35][CH2:36][O:37][CH3:38])[C:26]1[CH:31]=[CH:30][C:29]([N+:32]([O-:34])=[O:33])=[CH:28][CH:27]=1)=[O:24]>>[CH2:1]([O:3][C:4]1[CH:9]=[CH:8][C:7]([N:10]2[CH2:11][CH2:12][N:13]([CH2:14][C:15]3[CH:20]=[CH:19][CH:18]=[CH:17][CH:16]=3)[CH:22]([C:23]([N:25]([CH2:35][CH2:36][O:37][CH3:38])[C:26]3[CH:31]=[CH:30][C:29]([N+:32]([O-:34])=[O:33])=[CH:28][CH:27]=3)=[O:24])[CH2:39]2)=[CH:6][CH:5]=1)[CH3:2]. Procedure: In a manner similar to Preparation 23, react N-(4-ethoxyphenyl)-N'-(phenylmethyl)-1,2-ethanediamine with 2,3-dibromo-N-(2-methoxyethyl)-N-(4-nitrophenyl)propanamide to obtain the title compound. Isolated yield 130.0%. Product: CC1(CC(=O)CC(N1)(C)C)C (triacetonamine). Reactants: CC1=NC(NC(C1)(C)C)(C)C (Acetonine), CC(=O)C (acetone), O (water), CS(=O)(=O)O (methanesulfonic acid). Solvent: CO (methanol). Reaction conditions: time 24 hour. Procedure details: 5.0 g. of Acetonine, 0.5 g. of water and 3.1 g. of methanesulfonic acid were added to a mixed solvent comprising 35 g. of acetone and 35 g. of methanol. The mixture was stirred at room temperature for 24 hours to effect the reaction. After completion of the reaction, the reaction mixture was purified in the same manner as in Example 5 to obtain triacetonamine in a yield of 130%. RXN SMILES: [CH3:1][C:2]1[CH2:7][C:6]([CH3:9])([CH3:8])[NH:5][C:4]([CH3:11])([CH3:10])N=1.O.CS(O)(=O)=[O:15].CC(C)=O>CO>[CH3:10][C:4]1([CH3:11])[NH:5][C:6]([CH3:9])([CH3:8])[CH2:7][C:2](=[O:15])[CH2:1]1. The reactants are FC(C1=C(CN2CCC(CCC2)C=O)C=CC(=C1)C(F)(F)F)(F)F (1-[2,4-bis(trifluoromethyl)benzyl]azepane-4-carbaldehyde), OC(CNC1=NC(SC1)=O)(C)C (4-[(2-hydroxy-2-methylpropyl)amino]-1,3-thiazol-2(5H)-one), C(C)(=O)[O-].[NH2+]1CCCCC1 (piperidinium acetate). Solvent: CC(C)O (2-propanol), C(C)(=O)OCC (ethyl acetate). Reaction conditions: temperature 60 celsius, time 8 hour. The product is FC(C1=C(CN2CCC(CCC2)\C=C/2\C(=NC(S2)=O)NCC(C)(C)O)C=CC(=C1)C(F)(F)F)(F)F ((5Z)-5-({1-[2,4-bis(trifluoromethyl)benzyl]azepan-4-yl}methylidene)-4-[(2-hydroxy-2-methylpropyl)amino]-1,3-thiazol-2(5H)-one). The yield is 43.7%. As a reaction SMILES: [F:1][C:2]([F:24])([F:23])[C:3]1[CH:18]=[C:17]([C:19]([F:22])([F:21])[F:20])[CH:16]=[CH:15][C:4]=1[CH2:5][N:6]1[CH2:12][CH2:11][CH2:10][CH:9]([CH:13]=O)[CH2:8][CH2:7]1.[OH:25][C:26]([CH3:36])([CH3:35])[CH2:27][NH:28][C:29]1[CH2:33][S:32][C:31](=[O:34])[N:30]=1.C([O-])(=O)C.[NH2+]1CCCCC1>CC(O)C.C(OCC)(=O)C>[F:24][C:2]([F:1])([F:23])[C:3]1[CH:18]=[C:17]([C:19]([F:22])([F:21])[F:20])[CH:16]=[CH:15][C:4]=1[CH2:5][N:6]1[CH2:12][CH2:11][CH2:10][CH:9](/[CH:13]=[C:33]2/[C:29]([NH:28][CH2:27][C:26]([OH:25])([CH3:36])[CH3:35])=[N:30][C:31](=[O:34])[S:32]/2)[CH2:8][CH2:7]1 |f:2.3|. Procedure: To a solution of 1-[2,4-bis(trifluoromethyl)benzyl]azepane-4-carbaldehyde (133.2 mg) in 2-propanol (1.89 mL) were added 4-[(2-hydroxy-2-methylpropyl)amino]-1,3-thiazol-2(5H)-one (142 mg) and piperidinium acetate (54.7 mg). The reaction mixture was stirred at 60° C. overnight, cooled to room temperature, and diluted with ethyl acetate. The mixed solution was washed with water and saturated brine, and dried over anhydrous magnesium sulfate, and the solvent was evaporated under reduced pressure. Th... The reactants are COc1cccc(-c2ccc3c(C=CC(=O)O)c(OC)ccc3c2)c1, CN. Product: CNC(=O)C=Cc1c(OC)ccc2cc(-c3cccc(OC)c3)ccc12. Reaction SMILES: [CH3:1][O:2][c:3]1[c:4]([CH:21]=[CH:22][C:23](=[O:24])[OH:25])[c:5]2[cH:6][cH:7][c:8](-[c:13]3[cH:14][c:15]([O:19][CH3:20])[cH:16][cH:17][cH:18]3)[cH:9][c:10]2[cH:11][cH:12]1.[CH3:26][NH2:27]>>[CH3:1][O:2][c:3]1[c:4]([CH:21]=[CH:22][C:23](=[O:25])[NH:27][CH3:26])[c:5]2[cH:6][cH:7][c:8](-[c:13]3[cH:14][c:15]([O:19][CH3:20])[cH:16][cH:17][cH:18]3)[cH:9][c:10]2[cH:11][cH:12]1. Reactants: BrC1=CC=2C3=C(C=NC2C=C1)N(C(N3C=3C(=NN(C3)C)C)=O)C (8-bromo-1-(1,3-dimethyl-1H-pyrazol-4-yl)-3-methyl-1,3-dihydro-imidazo[4,5-c]quinolin-2-one), BrC1=CC=2C3=C(C=NC2C=C1)N(C(N3C=3C(=NN(C3)C)C)=O)C (8-bromo-1-(1,3-dimethyl-1H-pyrazol-4-yl)-3-methyl-1,3-dihydro-imidazo[4,5-c]quinolin-2-one), C(C)(C)N(C1=NC=CC(=C1)B1OC(C(O1)(C)C)(C)C)C (isopropyl-methyl-[4-(4,4,5,5-tetramethyl-[1,3,2]dioxaborolan-2-yl)-pyridin-2-yl]-amine). The product is CN1N=C(C(=C1)N1C(N(C=2C=NC=3C=CC(=CC3C21)C2=CC(=NC=C2)N(C)C(C)C)C)=O)C (1-(1,3-Dimethyl-1H-pyrazol-4-yl)-8-[2-(isopropyl-methyl-amino)-pyridin-4-yl]-3-methyl-1,3-dihydro-imidazo[4,5-c]quinolin-2-one). RXN SMILES: Br[C:2]1[CH:11]=[CH:10][C:9]2[N:8]=[CH:7][C:6]3[N:12]([CH3:23])[C:13](=[O:22])[N:14]([C:15]4[C:16]([CH3:21])=[N:17][N:18]([CH3:20])[CH:19]=4)[C:5]=3[C:4]=2[CH:3]=1.[CH:24]([N:27]([CH3:43])[C:28]1[CH:33]=[C:32](B2OC(C)(C)C(C)(C)O2)[CH:31]=[CH:30][N:29]=1)([CH3:26])[CH3:25]>>[CH3:20][N:18]1[CH:19]=[C:15]([N:14]2[C:5]3[C:4]4[CH:3]=[C:2]([C:32]5[CH:31]=[CH:30][N:29]=[C:28]([N:27]([CH:24]([CH3:26])[CH3:25])[CH3:43])[CH:33]=5)[CH:11]=[CH:10][C:9]=4[N:8]=[CH:7][C:6]=3[N:12]([CH3:23])[C:13]2=[O:22])[C:16]([CH3:21])=[N:17]1. Procedure details: The title compound was synthesized in a similar manner as described for Example 1.1 using 8-bromo-1-(1,3-dimethyl-1H-pyrazol-4-yl)-3-methyl-1,3-dihydro-imidazo[4,5-c]quinolin-2-one (Intermediate A) and isopropyl-methyl-[4-(4,4,5,5-tetramethyl-[1,3,2]dioxaborolan-2-yl)-pyridin-2-yl]-amine (Stage 130.1.1) to give the title compound as a white solid. (HPLC: tR 2.24 min (Method A); M+H=442 MS-ES; 1H-NMR (d6-DMSO, 400 MHz) 8.98 (s, 1H), 8.14-8.08 (m, 3H), 7.97-7.93 (m, 1H), 7.69-7.66 (m, 1H), 6.69-6.... The reactants are OCC1=CC=CC=2C=C(CCOC21)C(=O)OCC (ethyl 2,3-dihydro-9-hydroxymethyl-1-benzoxepin-4-carboxylate). Reagents/catalysts: [O-2].[Mn+4].[O-2] (manganese (IV) oxide). Yields the product C(=O)C1=CC=CC=2C=C(CCOC21)C(=O)OCC (ethyl 2,3-dihydro-9-formyl-1-benzoxepin-4-carboxylate). The yield is 96.3%. RXN SMILES: [OH:1][CH2:2][C:3]1[C:13]2[O:12][CH2:11][CH2:10][C:9]([C:14]([O:16][CH2:17][CH3:18])=[O:15])=[CH:8][C:7]=2[CH:6]=[CH:5][CH:4]=1>[O-2].[Mn+4].[O-2]>[CH:2]([C:3]1[C:13]2[O:12][CH2:11][CH2:10][C:9]([C:14]([O:16][CH2:17][CH3:18])=[O:15])=[CH:8][C:7]=2[CH:6]=[CH:5][CH:4]=1)=[O:1] |f:1.2.3|. Reported procedure: A mixture of ethyl 2,3-dihydro-9-hydroxymethyl-1-benzoxepin-4-carboxylate (0.45 g) and manganese (IV) oxide (4.5 g) was stirred under reflux for 1 hour and filtered off. The filtrate was evaporated in vacuo to give a solid of ethyl 2,3-dihydro-9-formyl-1-benzoxepin-4-carboxylate (0.43 g). Reaction SMILES: [C:3](#[N:4])[CH2:5][P:6](=[O:7])([O:8][CH2:9][CH3:10])[O:11][CH2:12][CH3:13].[CH3:26][CH2:27][O:28][C:29](=[O:30])[CH3:31].[H-:1].[Na+:2].[O:14]=[C:15]1[CH2:16][N:17]([C:19](=[O:20])[O:21][C:22]([CH3:23])([CH3:24])[CH3:25])[CH2:18]1.[O:32]1[CH2:33][CH2:34][CH2:35][CH2:36]1>>[C:3](#[N:4])[CH:5]=[C:15]1[CH2:16][N:17]([C:19](=[O:20])[O:21][C:22]([CH3:23])([CH3:24])[CH3:25])[CH2:18]1. Product: CC(C)(C)OC(=O)N1CC(=CC#N)C1. The reactants are CCOP(=O)(CC#N)OCC, CCOC(C)=O, [H-], [Na+], CC(C)(C)OC(=O)N1CC(=O)C1, C1CCOC1. Reactants: C1(CC1)COC(=O)SC1C(C(N1C(C(=O)OCC1=CC=C(C=C1)[N+](=O)[O-])=C(CBr)N1CCOCC1)=O)NC(COC1=CC=CC=C1)=O (p-nitrobenzyl α-[4-cyclopropylmethoxycarbonylthio-3-phenoxyacetamido-2-oxoazetidine-1-yl]-α-[2-bromo-1-(morpholin-4-yl)ethylidene]acetate), CO (methanol), ice water, Cl (hydrochloric acid). The solvent is C(Cl)Cl (methylene chloride). Run at time 2 hour. Product: C1(CC1)COC(=O)SC1C(C(N1C(C(=O)OCC1=CC=C(C=C1)[N+](=O)[O-])=C(CBr)O)=O)NC(COC1=CC=CC=C1)=O (p-nitrobenzyl 4-cyclopropylmethoxycarbonylthio-3-phenoxyacetamido-2-oxo-α-(2-bromo-1-hydroxyethylidene)azetidine-1-acetate). The yield is 92.8%. Reaction SMILES: [CH:1]1([CH2:4][O:5][C:6]([S:8][CH:9]2[N:12]([C:13](=[C:27](N3CCOCC3)[CH2:28][Br:29])[C:14]([O:16][CH2:17][C:18]3[CH:23]=[CH:22][C:21]([N+:24]([O-:26])=[O:25])=[CH:20][CH:19]=3)=[O:15])[C:11](=[O:36])[CH:10]2[NH:37][C:38](=[O:47])[CH2:39][O:40][C:41]2[CH:46]=[CH:45][CH:44]=[CH:43][CH:42]=2)=[O:7])[CH2:3][CH2:2]1.Cl.C[OH:50]>C(Cl)Cl>[CH:1]1([CH2:4][O:5][C:6]([S:8][CH:9]2[N:12]([C:13](=[C:27]([OH:50])[CH2:28][Br:29])[C:14]([O:16][CH2:17][C:18]3[CH:23]=[CH:22][C:21]([N+:24]([O-:26])=[O:25])=[CH:20][CH:19]=3)=[O:15])[C:11](=[O:36])[CH:10]2[NH:37][C:38](=[O:47])[CH2:39][O:40][C:41]2[CH:46]=[CH:45][CH:44]=[CH:43][CH:42]=2)=[O:7])[CH2:2][CH2:3]1. Procedure: To a solution of p-nitrobenzyl α-[4-cyclopropylmethoxycarbonylthio-3-phenoxyacetamido-2-oxoazetidine-1-yl]-α-[2-bromo-1-(morpholin-4-yl)ethylidene]acetate (300 mg) in a mixture of methanol (22 ml) and methylene chloride (3.5 ml), and the mixture is stirred at room temperature under nitrogen atmosphere after addition of 10% hydrochloric acid (4 ml). After 2 hours, the reaction mixture is poured into ice water, and is extracted with chloroform. The extract solution is washed with water, dried, and...